From a dataset of the Open Reaction Database (ORD), a public repository of structured organic reaction records. describe an organic reaction: reactants, conditions, products, and yield Reactants: [H-].[Na+] (NaH), ClC1=CC=C(CN2C(=C3C=4C(=C(C=CC24)OC)SC(C3)C)CCO)C=C1 (5-(4-Chlorobenzyl)-4-(2-hydroxyethyl)-8-methoxy-2-methyl-3,5-dihydro-2H-thiopyrano[4,3,2-cd]indole), Cl (HCl), CC(C)(C)S (2-methyl-2-propanethiol). Run in CN(C)C=O (DMF), CN1CCCN(C1=O)C (DMPU), O (H2O), CN(C)C=O (DMF). Reaction conditions: temperature 0 celsius, time 1 hour. Product: ClC1=CC=C(CN2C(=C3C=4C(=C(C=CC24)O)SC(C3)C)CCO)C=C1 (5-(4-Chlorobenzyl)-8-hydroxy-4-(2-hydroxyethyl)-2-methyl-3,5-dihydro-2H-thiopyrano[4,3,2-cd]indole). RXN SMILES: [H-].[Na+].CC(S)(C)C.[Cl:8][C:9]1[CH:33]=[CH:32][C:12]([CH2:13][N:14]2[C:22]3[CH:21]=[CH:20][C:19]([O:23]C)=[C:18]4[S:25][CH:26]([CH3:28])[CH2:27][C:16]([C:17]=34)=[C:15]2[CH2:29][CH2:30][OH:31])=[CH:11][CH:10]=1.Cl>CN(C=O)C.CN1C(=O)N(C)CCC1.O>[Cl:8][C:9]1[CH:33]=[CH:32][C:12]([CH2:13][N:14]2[C:22]3[CH:21]=[CH:20][C:19]([OH:23])=[C:18]4[S:25][CH:26]([CH3:28])[CH2:27][C:16]([C:17]=34)=[C:15]2[CH2:29][CH2:30][OH:31])=[CH:11][CH:10]=1 |f:0.1|. Procedure: To a suspension of 97% NaH (120 mg, 4.88 mmol) in DMF (10 mL) and DMPU (1 mL) cooled to 0° C., there was added 2-methyl-2-propanethiol (550 mg, 6.10 mmol) and the resulting mixture was stirred at 0° C. for one hour. To this clear solution there was added a solution of product from Step 4 (490 mg, 1.22 mmol) in DMF (4 mL). The mixture was heated at 140° C. for 19 hours, cooled, diluted with H2O, acidified with 1N HCl and extracted 3× with Et2O. These extracts were washed 2× with brine, dried, and... Starting materials: BrC1=CC=C(C=C1)C(=N[C@@H](CC(C)C)C(=O)OC)C1=CC=C(C=C1)S(=O)(=O)C (methyl N-{(4-bromophenyl)[4-(methylsulfonyl)phenyl]methylene}leucinate), BrC1=CC=C(C=C1)C(=O)C1=CC=C(C=C1)S(=O)(=O)C ((4-bromophenyl)[4-(methylsulfonyl)phenyl]methanone), [BH4-].[Na+] (sodium borohydride). Solvent: C(C)(=O)O.CO (acetic acid methanol). Yields the product BrC1=CC=C(C=C1)C(N[C@@H](CC(C)C)C(=O)OC)C1=CC=C(C=C1)S(=O)(=O)C (Methyl N-{(4-bromophenyl)[4-(methylsulfonyl)phenyl]methyl}-L-leucinate). As a reaction SMILES: [Br:1][C:2]1[CH:7]=[CH:6][C:5]([C:8]([C:19]2[CH:24]=[CH:23][C:22]([S:25]([CH3:28])(=[O:27])=[O:26])=[CH:21][CH:20]=2)=[N:9][C@H:10]([C:15]([O:17][CH3:18])=[O:16])[CH2:11][CH:12]([CH3:14])[CH3:13])=[CH:4][CH:3]=1.BrC1C=CC(C(C2C=CC(S(C)(=O)=O)=CC=2)=O)=CC=1.[BH4-].[Na+]>C(O)(=O)C.CO>[Br:1][C:2]1[CH:7]=[CH:6][C:5]([CH:8]([C:19]2[CH:20]=[CH:21][C:22]([S:25]([CH3:28])(=[O:27])=[O:26])=[CH:23][CH:24]=2)[NH:9][C@H:10]([C:15]([O:17][CH3:18])=[O:16])[CH2:11][CH:12]([CH3:13])[CH3:14])=[CH:4][CH:3]=1 |f:2.3,4.5|. Procedure details: To a solution of a 1:1 mixture of methyl N-{(4-bromophenyl)[4-(methylsulfonyl)phenyl]methylene}leucinate and (4-bromophenyl)[4-(methylsulfonyl)phenyl]methanone from step 1 (185 mg, ˜0.2 mmol) in acetic acid/methanol (1:3, 4 mL) was added sodium borohydride (−400 mg) by portions every 30 min over 2 days (addition was stopped during the night) using a solid addition funnel. The reaction mixture was partitioned between EtOAc and water, the organic layer was dried over Na2SO4 and concentrated. The r...